Task: describe an organic reaction: reactants, conditions, products, and yield. Dataset: the Open Reaction Database (ORD), a public repository of structured organic reaction records Starting materials: solution, CN (methylamine), C1(=CC=CC=C1)C1=CC=C(C=N1)CCNC(=O)OCC(=O)OCC (ethyl ({[2-(6-phenylpyrid-3-yl)ethyl]amino}carbonyl)-oxyacetate). Run in CO (methanol), O1CCCC1 (tetrahydrofuran). Run at time 4 hour. The product is C1(=CC=CC=C1)C1=CC=C(C=N1)CCNC(OCC(=O)NC)=O (2-(methylamino)-2-oxoethyl 2-(6-phenylpyrid-3-yl)ethylcarbamate). RXN SMILES: [CH3:1][NH2:2].[C:3]1([C:9]2[N:14]=[CH:13][C:12]([CH2:15][CH2:16][NH:17][C:18]([O:20][CH2:21][C:22]([O:24]CC)=O)=[O:19])=[CH:11][CH:10]=2)[CH:8]=[CH:7][CH:6]=[CH:5][CH:4]=1>O1CCCC1.CO>[C:3]1([C:9]2[N:14]=[CH:13][C:12]([CH2:15][CH2:16][NH:17][C:18](=[O:19])[O:20][CH2:21][C:22]([NH:2][CH3:1])=[O:24])=[CH:11][CH:10]=2)[CH:4]=[CH:5][CH:6]=[CH:7][CH:8]=1. Procedure: 4.6 ml (9.17 mmol) of a solution of methylamine (2M) in tetrahydrofuran are added to a solution of 1.0 g (3.06 mmol) of ethyl ({[2-(6-phenylpyrid-3-yl)ethyl]amino}carbonyl)-oxyacetate, obtained in stage 1.3., in 6 ml of methanol. Stirring is continued at ambient temperature for 4 hours. Reactants: C[Si](C)(C)C#C ((trimethylsilyl)acetylene), IC=1C=C(C(=O)O)C=C(C1OC)OC (3-iodo-4,5-dimethoxybenzoic acid). Reagents/catalysts: [Cu]I (CuI), C=1C=CC(=CC1)[P](C=2C=CC=CC2)(C=3C=CC=CC3)[Pd]([P](C=4C=CC=CC4)(C=5C=CC=CC5)C=6C=CC=CC6)([P](C=7C=CC=CC7)(C=8C=CC=CC8)C=9C=CC=CC9)[P](C=1C=CC=CC1)(C=1C=CC=CC1)C=1C=CC=CC1 (Pd(PPh3)4). Solvent: CCN(CC)CC (Et3N), C1=CC=CC=C1 (benzene). Run at time 3 day. The product is COC=1C=C(C(=O)O)C=C(C1OC)C#C[Si](C)(C)C (3,4-dimethoxy-5-(trimethylsilanylethynyl)benzoic acid). Yield: 100.6%. Reaction SMILES: I[C:2]1[CH:3]=[C:4]([CH:8]=[C:9]([O:13][CH3:14])[C:10]=1[O:11][CH3:12])[C:5]([OH:7])=[O:6].[CH3:15][Si:16]([C:19]#[CH:20])([CH3:18])[CH3:17]>CCN(CC)CC.C1C=CC=CC=1.[Cu]I.C1C=CC([P]([Pd]([P](C2C=CC=CC=2)(C2C=CC=CC=2)C2C=CC=CC=2)([P](C2C=CC=CC=2)(C2C=CC=CC=2)C2C=CC=CC=2)[P](C2C=CC=CC=2)(C2C=CC=CC=2)C2C=CC=CC=2)(C2C=CC=CC=2)C2C=CC=CC=2)=CC=1>[CH3:14][O:13][C:9]1[CH:8]=[C:4]([CH:3]=[C:2]([C:20]#[C:19][Si:16]([CH3:18])([CH3:17])[CH3:15])[C:10]=1[O:11][CH3:12])[C:5]([OH:7])=[O:6] |^1:39,41,60,79|. Procedure: To a stirred solution of 3-iodo-4,5-dimethoxybenzoic acid (6.16 g, 20.0 mmol) in a mixture of Et3N (40 mL) and benzene (40 mL) at room temperature, was added CuI (380 mg, 2 mmol), Pd(PPh3)4 (462 mg, 0.4 mmol) and (trimethylsilyl)acetylene (3.4 mL, 24 mmol). After stirring for 3 days at room temperature, the solvent was removed in vacuo, the residue was diluted with 1 N HCl aqueous solution (300 mL) and then extracted with EtOAc (3×100 mL). The combined organic layer was washed with brine (300 mL... The reactants are CC(C)(C)OC(=O)C(Br)CCBr, CCOC(C)=O, CCN(C(C)C)C(C)C, NC1CCC(CNc2nc(NCc3ccccc3OC(F)(F)F)ncc2[N+](=O)[O-])CC1, CN(C)C=O. Product: CC(C)(C)OC(=O)C1CCN1C1CCC(CNc2nc(NCc3ccccc3OC(F)(F)F)ncc2[N+](=O)[O-])CC1. Reaction SMILES: [Br:32][CH:33]([C:34](=[O:35])[O:36][C:37]([CH3:38])([CH3:39])[CH3:40])[CH2:41][CH2:42][Br:43].[CH3:58][CH2:59][O:60][C:61]([CH3:62])=[O:63].[CH:44]([N:45]([CH2:46][CH3:47])[CH:48]([CH3:49])[CH3:50])([CH3:51])[CH3:52].[NH2:1][CH:2]1[CH2:3][CH2:4][CH:5]([CH2:8][NH:9][c:10]2[n:11][c:12]([NH:19][CH2:20][c:21]3[c:22]([O:27][C:28]([F:29])([F:30])[F:31])[cH:23][cH:24][cH:25][cH:26]3)[n:13][cH:14][c:15]2[N+:16](=[O:17])[O-:18])[CH2:6][CH2:7]1.[O:53]=[CH:54][N:55]([CH3:56])[CH3:57]>>[N:1]1([CH:2]2[CH2:3][CH2:4][CH:5]([CH2:8][NH:9][c:10]3[n:11][c:12]([NH:19][CH2:20][c:21]4[c:22]([O:27][C:28]([F:29])([F:30])[F:31])[cH:23][cH:24][cH:25][cH:26]4)[n:13][cH:14][c:15]3[N+:16](=[O:17])[O-:18])[CH2:6][CH2:7]2)[CH:33]([C:34](=[O:35])[O:36][C:37]([CH3:38])([CH3:39])[CH3:40])[CH2:41][CH2:42]1. Starting materials: BrC=1C=CC=2NC3=CC=C(C=C3C2C1)Br (3,6-dibromocarbazole), C(C1=CC=CC=C1)Br (benzyl bromide), resultant mixture, [OH-].[K+] (KOH). Reported procedure: 3,6-Dibromocarbazole 2 (112.0 g, 0.344 mol), benzyl bromide (41 ml, 0.344 mol), and nBu4NHSO4 were mixed in 200 ml of acetone and stirred at room temperature under nitrogen until dissolved. KOH (19.3 g, 0.344 mol) was then added to the above transparent solution and the resultant mixture was refluxed for 4 hours, where a white precipitate was observed. The hot mixture was concentrated to remove the majority of acetone. Upon cooling, additional white precipitate appeared. The precipitate was filt... Solvent: CC(=O)C (acetone). As a reaction SMILES: [Br:1][C:2]1[CH:3]=[CH:4][C:5]2[NH:6][C:7]3[C:12]([C:13]=2[CH:14]=1)=[CH:11][C:10]([Br:15])=[CH:9][CH:8]=3.[CH2:16](Br)[C:17]1[CH:22]=[CH:21][CH:20]=[CH:19][CH:18]=1.[OH-].[K+]>[N+](CCCC)(CCCC)(CCCC)CCCC.[O-]S(O)(=O)=O.CC(C)=O>[CH2:16]([N:6]1[C:5]2[CH:4]=[CH:3][C:2]([Br:1])=[CH:14][C:13]=2[C:12]2[C:7]1=[CH:8][CH:9]=[C:10]([Br:15])[CH:11]=2)[C:17]1[CH:22]=[CH:21][CH:20]=[CH:19][CH:18]=1 |f:2.3,4.5|. Reagents/catalysts: [N+](CCCC)(CCCC)(CCCC)CCCC.[O-]S(=O)(=O)O (nBu4NHSO4). Product: C(C1=CC=CC=C1)N1C2=CC=C(C=C2C=2C=C(C=CC12)Br)Br (N-benzyl-3,6-dibromocarbazole). The reactants are O=[N+]([O-])c1ccc(F)c(CBr)c1, O=C([O-])[O-], CNC, Cl, [Cs+], [Cs+], C1COCCO1. Reaction SMILES: [Br:1][CH2:2][c:3]1[c:4]([F:12])[cH:5][cH:6][c:7]([N+:9](=[O:10])[O-:11])[cH:8]1.[C:17](=[O:18])([O-:19])[O-:20].[CH3:14][NH:15][CH3:16].[ClH:13].[Cs+:21].[Cs+:22].[O:23]1[CH2:24][CH2:25][O:26][CH2:27][CH2:28]1>>[CH2:2]([c:3]1[c:4]([F:12])[cH:5][cH:6][c:7]([N+:9](=[O:10])[O-:11])[cH:8]1)[N:15]([CH3:14])[CH3:16]. Yields the product CN(C)Cc1cc([N+](=O)[O-])ccc1F. Reactants: CS(=O)C (DMSO), C(C(=O)Cl)(=O)Cl (oxalic acid chloride), aqueous solution, [Cl-].[NH4+] (ammonium chloride), C(CC)C1CCC(CC1)C1CCC(CC1)OCCCO (4-(4-propylcyclohexyl)-(3-hydroxypropyloxy)cyclohexane). Run in ClCCl (dichloromethane), C(C)N(CC)CC (triethylamine), ClCCl (dichloromethane). Reaction conditions: time 10 minute. Yields the product C(CC)C1CCC(CC1)C1CCC(CC1)OCCC=O (4-(4-propylcyclohexyl)-(3-oxopropyoxy) cyclohexane). Yield: 68.8%. RXN SMILES: CS(C)=O.C(Cl)(=O)C(Cl)=O.[CH2:11]([CH:14]1[CH2:19][CH2:18][CH:17]([CH:20]2[CH2:25][CH2:24][CH:23]([O:26][CH2:27][CH2:28][CH2:29][OH:30])[CH2:22][CH2:21]2)[CH2:16][CH2:15]1)[CH2:12][CH3:13].[Cl-].[NH4+]>ClCCl.C(N(CC)CC)C>[CH2:11]([CH:14]1[CH2:19][CH2:18][CH:17]([CH:20]2[CH2:25][CH2:24][CH:23]([O:26][CH2:27][CH2:28][CH:29]=[O:30])[CH2:22][CH2:21]2)[CH2:16][CH2:15]1)[CH2:12][CH3:13] |f:3.4|. Procedure: DMSO in an amount of 2.13 ml (0.03 mol) was added dropwise to a mixture of 1.74 ml (0.02 mol) of oxalic acid chloride and 40 ml of dichloromethane at -50° C. and stirred for 10 min. While keeping inside of the reaction system at -60°C., this solution was added dropwise with a solution of 2.82 g (0.01 mol) of the 4-(4-propylcyclohexyl)-(3-hydroxypropyloxy)cyclohexane obtained in the second stage and dissolved in 20 ml of dichloromethane and stirred for 1 hour. To this solution was added 14 ml of ... Starting materials: CCO, CCOC(=O)C1(C=O)CC1, Cl, N#C[K], NCc1ccccc1, O. The product is CCOC(=O)C1(C(C#N)NCc2ccccc2)CC1. RXN SMILES: [CH3:24][CH2:25][OH:26].[CH:12](=[O:13])[C:14]1([C:17](=[O:18])[O:19][CH2:20][CH3:21])[CH2:15][CH2:16]1.[ClH:22].[K:1][C:2]#[N:3].[NH2:4][CH2:5][c:6]1[cH:7][cH:8][cH:9][cH:10][cH:11]1.[OH2:23]>>[C:2](#[N:3])[CH:12]([NH:4][CH2:5][c:6]1[cH:7][cH:8][cH:9][cH:10][cH:11]1)[C:14]1([C:17](=[O:18])[O:19][CH2:20][CH3:21])[CH2:15][CH2:16]1.